This data is from the Open Reaction Database (ORD), a public repository of structured organic reaction records. The task is: describe an organic reaction: reactants, conditions, products, and yield Starting materials: C1CCOC1 (THF), 18, C(C1=CC=CC=C1)(C1=CC=CC=C1)=N (benzophenone imine), C1CCOC1 (THF), C=1C=CC(=CC1)P(C=2C=CC=CC2)C3=CC=C4C=CC=CC4=C3C5=C6C=CC=CC6=CC=C5P(C=7C=CC=CC7)C=8C=CC=CC8 (BINAP), compound, C(C)(C)(C)[O-].[Na+] (sodium tert-butanolate), CCCCCCC (heptane). The reagents and catalysts are C=1C=CC(=CC1)/C=C/C(=O)/C=C/C2=CC=CC=C2.C=1C=CC(=CC1)/C=C/C(=O)/C=C/C2=CC=CC=C2.C=1C=CC(=CC1)/C=C/C(=O)/C=C/C2=CC=CC=C2.[Pd].[Pd] (Pd2(dba)3). Solvent: Cl (hydrochloric acid), Cl (hydrochloric acid), C(C)(=O)OCC (ethyl acetate), CCOCC (ether). Reaction conditions: temperature 60 celsius, time 1 hour. The product is C(C)OC1=C(C=C(N)C(=C1C)C)C (4-Ethoxy-3,5,6-trimethylaniline). RXN SMILES: [CH:1]1C=CC(P(C2C(C3C(P(C4C=CC=CC=4)C4C=CC=CC=4)=CC=C4C=3C=CC=C4)=C3C(C=CC=C3)=CC=2)C2C=CC=CC=2)=CC=1.C([O-])(C)(C)C.[Na+].[C:53](=[NH:66])([C:60]1C=CC=C[CH:61]=1)[C:54]1C=CC=[CH:56][CH:55]=1.CCCCCCC.[CH2:74]1[CH2:78][O:77][CH2:76][CH2:75]1>CCOCC.Cl.C1C=CC(/C=C/C(/C=C/C2C=CC=CC=2)=O)=CC=1.C1C=CC(/C=C/C(/C=C/C2C=CC=CC=2)=O)=CC=1.C1C=CC(/C=C/C(/C=C/C2C=CC=CC=2)=O)=CC=1.[Pd].[Pd].C(OCC)(=O)C>[CH2:78]([O:77][C:76]1[C:75]([CH3:1])=[C:60]([CH3:61])[C:53]([NH2:66])=[CH:54][C:55]=1[CH3:56])[CH3:74] |f:1.2,8.9.10.11.12|. Procedure details: 0.46 mmol (0.426 g) of Pd2(dba)3 and 1.39 mmol (0.947 g) of BINAP are introduced into a 1-litre round-bottomed flask under an inert atmosphere. In a second round-bottomed flask. 46.5 mmol (13.5 g) of the compound described in the above Step, 65.1 mmol (6.26 g) of sodium tert-butanolate, 65.1 mmol (17.21 g) of 18 crown 6 and 65.8 mmol (10.12 g) of benzophenone imine are dissolved in 250 ml of anhydrous THF. The solution in the second round-bottomed flask is introduced into the round-bottomed flas... Starting materials: CC(=O)[O-], CO, [NH4+], N#Cc1cccc2c1OCCC2=O, N#Cc1ccccc1O. Product: N#Cc1cccc2c1OCCC2N. RXN SMILES: [CH3:24][C:25](=[O:26])[O-:27].[CH3:28][OH:29].[NH4+:23].[O:1]=[C:2]1[CH2:3][CH2:4][O:5][c:6]2[c:7]([C:12]#[N:13])[cH:8][cH:9][cH:10][c:11]21.[OH:14][c:15]1[cH:16][cH:17][cH:19][cH:20][c:21]1[C:22]#[N:18]>>[CH:2]1([NH2:18])[CH2:3][CH2:4][O:5][c:6]2[c:7]([C:12]#[N:13])[cH:8][cH:9][cH:10][c:11]21. Starting materials: OC1=CC=C(C(=O)OC)C=C1 (methyl 4-hydroxybenzoate), C(=O)([O-])[O-].[Cs+].[Cs+] (Cs2CO3), C1(CCCCC1)CBr (cyclohexylmethyl bromide). Solvent: CN(C)C=O (DMF). Conditions: temperature 50 celsius. The product is C1(CCCCC1)COC1=CC=C(C(=O)OC)C=C1 (Methyl 4-cyclohexylmethyloxy-benzoate). As a reaction SMILES: [OH:1][C:2]1[CH:11]=[CH:10][C:5]([C:6]([O:8][CH3:9])=[O:7])=[CH:4][CH:3]=1.C([O-])([O-])=O.[Cs+].[Cs+].[CH:18]1([CH2:24]Br)[CH2:23][CH2:22][CH2:21][CH2:20][CH2:19]1>CN(C=O)C>[CH:18]1([CH2:24][O:1][C:2]2[CH:3]=[CH:4][C:5]([C:6]([O:8][CH3:9])=[O:7])=[CH:10][CH:11]=2)[CH2:23][CH2:22][CH2:21][CH2:20][CH2:19]1 |f:1.2.3|. Reported procedure: To a solution of methyl 4-hydroxybenzoate 23-1 (24.3 g, 160 mmol) in 250 mL of DMF was added 62 g (190 mmol) of Cs2CO3 followed by 20.4 mL (146 mmol) of cyclohexylmethyl bromide. The resulting slurry was then heated at 50° C. for 20 h. The solvent was distilled under reduced pressure and the residue was taken up in 500 mL of EtOAc. The organic phase was extracted with 1N NaOH (2×150 mL), water (5×150 mL) and brine (150 mL), dried (MgSO4) and concentrated to afford product 23-2 as a white solid. The reactants are [OH-].[Na+] (sodium hydroxide), COC1=CC=C(C=C1)C=1N=CN(C1)CCC(C)(C)N (3-[4-(4-methoxy-phenyl)-imidazol-1-yl]-1,1-dimethyl-propylamine), Cl.N1=CC=CC=C1 (pyridine hydrochloride), ice water. Solvent: C(C)(=O)OCC (ethyl acetate). The product is OC1=CC=C(C=C1)C=1N=CN(C1)CCC(C)(C)N (3-[4-(4-hydroxy-phenyl)-imidazol-1-yl]-1,1-dimethyl-propylamine). The yield is 54.0%. As a reaction SMILES: C[O:2][C:3]1[CH:8]=[CH:7][C:6]([C:9]2[N:10]=[CH:11][N:12]([CH2:14][CH2:15][C:16]([NH2:19])([CH3:18])[CH3:17])[CH:13]=2)=[CH:5][CH:4]=1.Cl.N1C=CC=CC=1.[OH-].[Na+]>C(OCC)(=O)C>[OH:2][C:3]1[CH:4]=[CH:5][C:6]([C:9]2[N:10]=[CH:11][N:12]([CH2:14][CH2:15][C:16]([NH2:19])([CH3:17])[CH3:18])[CH:13]=2)=[CH:7][CH:8]=1 |f:1.2,3.4|. Procedure details: 1.0 g (4.00 mmol) 3-[4-(4-methoxy-phenyl)-imidazol-1-yl]-1,1-dimethyl-propylamine and 4.00 g pyridine hydrochloride were stirred for 2 h at 200° C. in a sealed reaction vessel in a microwave. The reaction mixture was poured into 40 mL ice water and 40 mL ethyl acetate, the pH of the aqueous phase was adjusted to over 9 with sodium hydroxide solution (2M) and the phases were separated. The aqueous phase was extracted five times with 50 mL ethyl acetate. The combined organic phases were dried over... Reactants: COCCc1cc2ccccc2n1-c1ccc(O)cc1, CN(C)C=O, ClCCCN1CCCC1, [H-], [I-], [Na+], [Na+]. The product is COCCc1cc2ccccc2n1-c1ccc(OCCCN2CCCC2)cc1. As a reaction SMILES: [CH3:1][O:2][CH2:3][CH2:4][c:5]1[n:6](-[c:14]2[cH:15][cH:16][c:17]([OH:20])[cH:18][cH:19]2)[c:7]2[cH:8][cH:9][cH:10][cH:11][c:12]2[cH:13]1.[CH3:34][N:35]([CH3:36])[CH:37]=[O:38].[Cl:21][CH2:22][CH2:23][CH2:24][N:25]1[CH2:26][CH2:27][CH2:28][CH2:29]1.[H-:30].[I-:33].[Na+:31].[Na+:32]>>[CH3:1][O:2][CH2:3][CH2:4][c:5]1[n:6](-[c:14]2[cH:15][cH:16][c:17]([O:20][CH2:22][CH2:23][CH2:24][N:25]3[CH2:26][CH2:27][CH2:28][CH2:29]3)[cH:18][cH:19]2)[c:7]2[cH:8][cH:9][cH:10][cH:11][c:12]2[cH:13]1. Starting materials: CCO, CC(N=[N+]=[N-])C(CO[Si](C)(C)C(C)(C)C)NC(=O)OC(C)(C)C. Yields the product CC(N)C(CO[Si](C)(C)C(C)(C)C)NC(=O)OC(C)(C)C. As a reaction SMILES: [CH3:24][CH2:25][OH:26].[N:1](=[N+:2]=[N-:3])[CH:4]([CH:5]([CH2:6][O:7][Si:8]([CH3:9])([CH3:10])[C:11]([CH3:12])([CH3:13])[CH3:14])[NH:15][C:16](=[O:17])[O:18][C:19]([CH3:20])([CH3:21])[CH3:22])[CH3:23]>>[NH2:1][CH:4]([CH:5]([CH2:6][O:7][Si:8]([CH3:9])([CH3:10])[C:11]([CH3:12])([CH3:13])[CH3:14])[NH:15][C:16](=[O:17])[O:18][C:19]([CH3:20])([CH3:21])[CH3:22])[CH3:23].